This data is from the Open Reaction Database (ORD), a public repository of structured organic reaction records. The task is: describe an organic reaction: reactants, conditions, products, and yield Reactants: F\C(\CO)=C(/C)\C=1C=C2C(=CC(OC2=CC1OCCC)(C)C)C(C)C ((2E)-2-fluoro-3-(4-isopropyl-2,2-dimethyl-7-propoxy-2H-chromen-6-yl)-but-2-en-1-ol), F\C(\CO)=C(/C)\C=1C=C2C(=CC(OC2=CC1OCCC)(C)C)C(C)C ((2E)-2-fluoro-3-(4-isopropyl-2,2-dimethyl-7-propoxy-2H-chromen-6-yl)-but-2-en-1-ol), C[N+]1(CCOCC1)[O-] (4-methylmorpholine N-oxide). The product is F\C(\C=O)=C(/C)\C=1C=C2C(=CC(OC2=CC1OCCC)(C)C)C(C)C ((2E)-2-Fluoro-3-(4-isopropyl-2,2-dimethyl-7-propoxy-2H-chromen-6-yl)-but-2-enal). As a reaction SMILES: [F:1]/[C:2](=[C:5](/[C:7]1[CH:8]=[C:9]2[C:14](=[CH:15][C:16]=1[O:17][CH2:18][CH2:19][CH3:20])[O:13][C:12]([CH3:22])([CH3:21])[CH:11]=[C:10]2[CH:23]([CH3:25])[CH3:24])\[CH3:6])/[CH2:3][OH:4].C[N+]1([O-])CCOCC1>>[F:1]/[C:2](=[C:5](/[C:7]1[CH:8]=[C:9]2[C:14](=[CH:15][C:16]=1[O:17][CH2:18][CH2:19][CH3:20])[O:13][C:12]([CH3:22])([CH3:21])[CH:11]=[C:10]2[CH:23]([CH3:24])[CH3:25])\[CH3:6])/[CH:3]=[O:4]. Procedure details: Following General Procedure M, (2E)-2-fluoro-3-(4-isopropyl-2,2-dimethyl-7-propoxy-2H-chromen-6-yl)-but-2-en-1-ol (Compound 86, 100 mg, 0.27 mmol) and 4-methylmorpholine N-oxide (75 mg, 0.57 mmol) were reacted to give the title compound as a yellow oil. Reactants: C(C)NCC (Diethylamine), COC(CCCC1=C2C=CC(=NC2=CC=C1)NCC=1OC(=CC1)C)=O (4-{2-[(5-Methyl-furan-2-ylmethyl)-amino]-quinolin-5-yl}-butyric acid methyl ester), C[Al](C)C (Trimethylaluminium). The solvent is O1CCOCC1 (dioxane). Run at time 1 hour. Yields the product C(C)N(C(CCCC1=C2C=CC(=NC2=CC=C1)NCC=1OC(=CC1)C)=O)CC (N,N-Diethyl-4-{2-[(5-methyl-furan-2-ylmethyl)-amino]-quinolin-5-yl}-butyramide), oil. The yield is 26.0%. Reaction SMILES: [CH2:1]([NH:3][CH2:4][CH3:5])[CH3:2].C[Al](C)C.CO[C:12](=[O:34])[CH2:13][CH2:14][CH2:15][C:16]1[CH:25]=[CH:24][CH:23]=[C:22]2[C:17]=1[CH:18]=[CH:19][C:20]([NH:26][CH2:27][C:28]1[O:29][C:30]([CH3:33])=[CH:31][CH:32]=1)=[N:21]2>O1CCOCC1>[CH2:1]([N:3]([CH2:4][CH3:5])[C:12](=[O:34])[CH2:13][CH2:14][CH2:15][C:16]1[CH:25]=[CH:24][CH:23]=[C:22]2[C:17]=1[CH:18]=[CH:19][C:20]([NH:26][CH2:27][C:28]1[O:29][C:30]([CH3:33])=[CH:31][CH:32]=1)=[N:21]2)[CH3:2]. Procedure: Diethylamine (89 mg, 1.22 mmol) was dissolved in 5 mL dioxane. Trimethylaluminium (2M solution in heptane, 0.61 mL, 1.22 mmol) was added and the mixture was stirred for 1 hour at room temperature. 4-{2-[(5-Methyl-furan-2-ylmethyl)-amino]-quinolin-5-yl}-butyric acid methyl ester (137 mg, 0.4 mmol) 7 mL dioxane was added and stirring was continued at 90° C. for 5 hours. The reaction mixture was quenched by addition of 0.6 mL water. The solvent was evaporated off. The residue was purified by flash ... The reactants are C(C1=CC=CC=C1)OC1=CC=C(C=CCCl)C=C1 (4-benzyloxy-cinnamyl chloride), NC=1SC=2CCNCCC2N1 (2-amino-4,5,7,8-tetrahydro-6H- thiazolo[5,4-d]azepine), CCOCC (ether). The solvent is C(Cl)(Cl)Cl (chloroform). Yields the product NC=1SC=2CCN(CCC2N1)CC=CC1=CC=C(C=C1)OCC1=CC=CC=C1 (2-Amino-6-(3-(4-benzyloxy-phenyl)allyl)-4,5,7,8-tetrahydro-6H-thiazolo[5,4-d]azepine). Yield: 13.0%. RXN SMILES: [CH2:1]([O:8][C:9]1[CH:18]=[CH:17][C:12]([CH:13]=[CH:14][CH2:15]Cl)=[CH:11][CH:10]=1)[C:2]1[CH:7]=[CH:6][CH:5]=[CH:4][CH:3]=1.[NH2:19][C:20]1[S:21][C:22]2[CH2:23][CH2:24][NH:25][CH2:26][CH2:27][C:28]=2[N:29]=1.CCOCC>C(Cl)(Cl)Cl>[NH2:19][C:20]1[S:21][C:22]2[CH2:23][CH2:24][N:25]([CH2:15][CH:14]=[CH:13][C:12]3[CH:17]=[CH:18][C:9]([O:8][CH2:1][C:2]4[CH:7]=[CH:6][CH:5]=[CH:4][CH:3]=4)=[CH:10][CH:11]=3)[CH2:26][CH2:27][C:28]=2[N:29]=1. Procedure details: Prepared from 4-benzyloxy-cinnamyl chloride and 2 equivalents of 2-amino-4,5,7,8-tetrahydro-6H- thiazolo[5,4-d]azepine in chloroform for one hour at 50° C. Yield: 13% of theory, Melting point: 135°-140° C. (ether). Starting materials: COc1ccc(COc2c(C(=O)O)ccc3ccccc23)cn1, COC(=O)C(C)(C)N, CCN(C(C)C)C(C)C, Cl, Cl, CN(C)C=O, O, On1nnc2ccccc21. As a reaction SMILES: [CH3:1][O:2][c:3]1[cH:4][cH:5][c:6]([CH2:9][O:10][c:11]2[c:12]([C:21](=[O:22])[OH:23])[cH:13][cH:14][c:15]3[cH:16][cH:17][cH:18][cH:19][c:20]23)[cH:7][n:8]1.[CH3:44][O:45][C:46]([C:47]([NH2:48])([CH3:49])[CH3:50])=[O:51].[CH:34]([N:35]([CH2:36][CH3:37])[CH:38]([CH3:39])[CH3:40])([CH3:41])[CH3:42].[ClH:43].[ClH:52].[O:54]=[CH:55][N:56]([CH3:57])[CH3:58].[OH2:53].[OH:24][n:25]1[c:26]2[cH:27][cH:28][cH:29][cH:30][c:31]2[n:32][n:33]1>>[CH3:1][O:2][c:3]1[cH:4][cH:5][c:6]([CH2:9][O:10][c:11]2[c:12]([C:21](=[O:22])[NH:48][C:47]([C:46]([O:45][CH3:44])=[O:51])([CH3:49])[CH3:50])[cH:13][cH:14][c:15]3[cH:16][cH:17][cH:18][cH:19][c:20]23)[cH:7][n:8]1. Product: COC(=O)C(C)(C)NC(=O)c1ccc2ccccc2c1OCc1ccc(OC)nc1. Reactants: CCOc1ccc(C(CC(N)=O)N2C(=O)c3ccccc3C2=O)cc1OCC, CN1CCOCC1, [Na+], O=C([O-])O, CN(C)C=O, O=S(Cl)Cl. The product is CCOc1ccc(C(CC#N)N2C(=O)c3ccccc3C2=O)cc1OCC. As a reaction SMILES: [C:1]1(=[O:28])[c:2]2[c:3]([cH:24][cH:25][cH:26][cH:27]2)[C:4](=[O:23])[N:5]1[CH:6]([CH2:7][C:8](=[O:9])[NH2:10])[c:11]1[cH:12][c:13]([O:20][CH2:21][CH3:22])[c:14]([O:17][CH2:18][CH3:19])[cH:15][cH:16]1.[CH3:29][N:30]1[CH2:31][CH2:32][O:33][CH2:34][CH2:35]1.[Na+:44].[O-:40][C:41]([OH:42])=[O:43].[O:45]=[CH:46][N:47]([CH3:48])[CH3:49].[S:36]([Cl:37])([Cl:38])=[O:39]>>[C:1]1(=[O:28])[c:2]2[c:3]([cH:24][cH:25][cH:26][cH:27]2)[C:4](=[O:23])[N:5]1[CH:6]([CH2:7][C:8]#[N:10])[c:11]1[cH:12][c:13]([O:20][CH2:21][CH3:22])[c:14]([O:17][CH2:18][CH3:19])[cH:15][cH:16]1. Reactants: CO, COc1cc2c(cc1OC)C(C)=NCC2, Cl. Product: COc1cc2c(cc1OC)C(C)NCC2. Reaction SMILES: [CH3:17][OH:18].[CH3:2][O:3][c:4]1[cH:5][c:6]2[c:11]([cH:12][c:13]1[O:14][CH3:15])[C:10]([CH3:16])=[N:9][CH2:8][CH2:7]2.[ClH:1]>>[CH3:2][O:3][c:4]1[cH:5][c:6]2[c:11]([cH:12][c:13]1[O:14][CH3:15])[CH:10]([CH3:16])[NH:9][CH2:8][CH2:7]2.